This data is from the Open Reaction Database (ORD), a public repository of structured organic reaction records. The task is: describe an organic reaction: reactants, conditions, products, and yield Reactants: CC=1N=C2N(C=CC(=C2)CCC2=CC=CC=C2)C1 (2-methyl-7-(2-phenylethyl)-imidazo[1,2-a]pyridine), C=O (paraformaldehyde), Cl (hydrochloric acid). The solvent is CO (methanol). Run at time 1.5 hour. Product: CN(C)CC1=C(N=C2N1C=CC(=C2)CCC2=CC=CC=C2)C (3-dimethylaminomethyl-2-methyl-7-(2-phenylethyl)-imidazo[1,2-a]pyridine). Reaction SMILES: [CH3:1][C:2]1[N:3]=[C:4]2[CH:9]=[C:8]([CH2:10][CH2:11][C:12]3[CH:17]=[CH:16][CH:15]=[CH:14][CH:13]=3)[CH:7]=[CH:6][N:5]2[CH:18]=1.C=O.Cl>CO>[CH3:4][N:5]([CH2:18][C:18]1[N:5]2[CH:6]=[CH:7][C:8]([CH2:10][CH2:11][C:12]3[CH:13]=[CH:14][CH:15]=[CH:16][CH:17]=3)=[CH:9][C:4]2=[N:3][C:2]=1[CH3:1])[CH3:6]. Procedure: Into a one-liter flask there was placed 2-methyl-7-(2-phenylethyl)-imidazo[1,2-a]pyridine (112 g) dimethylamine hydrochloride (41.6 g), paraformaldehyde (15.23 g) and methanol (450 ml) and the mixture was refluxed with stirring for 1.5 hours. Thereafter the mixture was boiled, open to the air, for 3/4 hours. After cooling to room temperature and treatment with concentrated hydrochloric acid (45 ml) the mixture was stirred for 18 hours, filtered and the thick white solid mass formed was washed wi... The reactants are NCC(=O)NC1CCCCC1 (2-amino-N-(cyclohexyl)-acetamide), Cl.NN=CN1N=CC=C1 (1-aminoiminomehtylpyrazole hydrochloride). The solvent is O1CCOCC1 (dioxane). Reaction conditions: time 18 hour. The product is NN=CNCC(=O)NC1CCCCC1 (2-Aminoiminomethylamino-N-(cyclohexyl)acetamide). The yield is 84.0%. RXN SMILES: [NH2:1][CH2:2][C:3]([NH:5][CH:6]1[CH2:11][CH2:10][CH2:9][CH2:8][CH2:7]1)=[O:4].Cl.[NH2:13][N:14]=[CH:15]N1C=CC=N1>O1CCOCC1>[NH2:13][N:14]=[CH:15][NH:1][CH2:2][C:3]([NH:5][CH:6]1[CH2:11][CH2:10][CH2:9][CH2:8][CH2:7]1)=[O:4] |f:1.2|. Procedure details: A round-bottomed flask is charged with 15 g of 2-amino-N-(cyclohexyl)-acetamide, 14,6 g 1-aminoiminomehtylpyrazole hydrochloride and 100 ml of dioxane. After 18 h stirring at reflux, the reaction medium is cooled to room temperature and precipitate which has formed is filtered off with suction. 16 g of a white solid are obtained. The reactants are C(C)(C)(C)O (t-butyl alcohol), Example 1, S(=O)([O-])[O-].[Na+].[Na+] (Sodium sulphite), O (water), CC[C@@H]1CN2CC[C@@H]1C[C@@H]2[C@@H](C3=C4C=C(C=CC4=NC=C3)OC)OC5=NN=C(C6=CC=CC=C65)O[C@@H]([C@H]7C[C@@H]8CCN7C[C@@H]8CC)C9=C1C=C(C=CC1=NC=C9)OC (AD-mix-α). Solvent: C(C)(=O)OCC (ethyl acetate). Conditions: time 3.5 hour. The product is C(C1=CC=CC=C1)OC=1C=C(C=CC1)[C@@H](CO)O ((S)-1-(3-Benzyloxy-phenyl)-ethane-1,2-diol). Reaction SMILES: C([OH:5])(C)(C)C.O.CC[C@H]1[C@H]2C[C@H]([C@H](OC3[C:40]4[C:35](=[CH:36][CH:37]=[CH:38][CH:39]=4)[C:34]([O:41][C@H:42]([C:53]4C=CN=[C:59]5[C:54]=4[CH:55]=[C:56]([O:63]C)[CH:57]=[CH:58]5)[C@@H]4N5C[C@H](CC)[C@@H](CC5)C4)=NN=3)C3C=CN=C4C=3C=C(OC)C=C4)N(CC2)C1.S([O-])([O-])=O.[Na+].[Na+]>C(OCC)(=O)C>[CH2:34]([O:41][C:42]1[CH:53]=[C:54]([C@H:55]([OH:5])[CH2:56][OH:63])[CH:59]=[CH:58][CH:57]=1)[C:35]1[CH:36]=[CH:37][CH:38]=[CH:39][CH:40]=1 |f:3.4.5|. Reported procedure: At 0° C. were combined t-butyl alcohol (150 mL), water (150 mL), and AD-mix-α (42 g). Example 1 (6.4 g, 30 mmol) was added and stirred for 3.5 hours. The reaction was refrigerated overnight (15.5 hours), stirred for 8 hours, refrigerated for another 16 hours, and stirred for a further 1 hour. Sodium sulphite (45 g, 36 mmol) was added and the reaction stirred for 2 hours at room temperature. The mixture was poured into ethyl acetate (300 mL) and the aqueous extracted with ethyl acetate (3×150 mL)... The reactants are C(C)OP(OCC)(=O)CC#N (cyanomethylphosphonic acid diethyl ester), N1=CC(=CC=C1)C=O (pyridine-3-carbaldehyde), KHCO3. Solvent: C1(=CC=CC=C1)C (toluene), C1(=CC=CC=C1)C (toluene). The product is N1=CC(=CC=C1)C=CC#N (3-(3-Pyridyl)-acrylonitrile). Yield: 69.2%. RXN SMILES: C(OP([CH2:9][C:10]#[N:11])(=O)OCC)C.[N:12]1[CH:17]=[CH:16][CH:15]=[C:14]([CH:18]=O)[CH:13]=1>C1(C)C=CC=CC=1>[N:12]1[CH:17]=[CH:16][CH:15]=[C:14]([CH:18]=[CH:9][C:10]#[N:11])[CH:13]=1. Procedure details: 95 ml (0.60 mol) of cyanomethylphosphonic acid diethyl ester and 50 ml (0.55 mol) of pyridine-3-carbaldehyde are dissolved in 1 L of toluene and mixed with 55 g (0.55 mol) of KHCO3. The mixture is heated for 1 hour in a preheated oil bath. The cooled mixture is mixed with additional toluene and washed with 1M NaHCO3, twice with water and with saturated common salt solution. The organic phase is dried and concentrated by evaporation in a vacuum. The residue is recrystallized from ethyl acetate/he... The reactants are Cl.N[C@@H](CS)C(=O)O (L-Cysteine hydrochloride), Cl (HCl), C(CCCCC)O (hexanol). The product is Cl.C(CCCCC)OC([C@@H](N)CS)=O (L-Cysteine hexyl ester hydrochloride). RXN SMILES: [ClH:1].[NH2:2][C@H:3]([C:6]([OH:8])=[O:7])[CH2:4][SH:5].Cl.[CH2:10](O)[CH2:11][CH2:12][CH2:13][CH2:14][CH3:15]>>[ClH:1].[CH2:10]([O:7][C:6](=[O:8])[C@H:3]([CH2:4][SH:5])[NH2:2])[CH2:11][CH2:12][CH2:13][CH2:14][CH3:15] |f:0.1,4.5|. Procedure: L-Cysteine hydrochloride (78.5 g) is added to 150 ml of hexanol saturated with dry HCl gas. The mixture is heated under reflux overnight. The solution is evaporated to about half of the total volume, and then ethyl ether (150 ml) is added. The solution gives crystals when it is cooled. The crystals are filtered and are then recrystallized from ethyl acetate; yield 45 g; mp 89°-90° C.; IR (KBr) 1745 cm-1 ; NMR (CDCl3) δ9.2-8.4 (b, 3, NH3⊕), 4.7 (t, 1, --CH--), 4.3 (t, 2, --OCH2 --), 3.4 (b, 2, CH... The reactants are NCCCBr, Br, CCO, c1ccncc1. Yields the product [Br-], Br, NCCC[n+]1ccccc1. As a reaction SMILES: [Br:2][CH2:3][CH2:4][CH2:5][NH2:6].[BrH:1].[CH3:13][CH2:14][OH:15].[cH:7]1[cH:8][cH:9][n:10][cH:11][cH:12]1>>[Br-:1].[BrH:2].[CH2:3]([CH2:4][CH2:5][NH2:6])[n+:10]1[cH:9][cH:8][cH:7][cH:12][cH:11]1.